Dataset: the Open Reaction Database (ORD), a public repository of structured organic reaction records. Task: describe an organic reaction: reactants, conditions, products, and yield Reactants: Cl.C(C1=CC=CC=C1)(C1=CC=CC=C1)[C@@H]1CNCC[C@@H]1OCC1=CC(=CC(=C1)C(F)(F)F)F (cis-3-Benzhydryl-4-[[3-fluoro-5-(trifluoromethyl)benzyl]oxy]piperidine hydrochloride), C(CC)(=O)O (propionic acid). Yields the product C(C1=CC=CC=C1)(C1=CC=CC=C1)[C@@H]1CN(CC[C@@H]1OCC1=CC(=CC(=C1)C(F)(F)F)F)C(CC)=O (cis-3-Benzhydryl-4-[[3-fluoro-5-(trifluoromethyl)benzyl]oxy]-1-propionylpiperidine). As a reaction SMILES: Cl.[CH:2]([C@H:15]1[C@@H:20]([O:21][CH2:22][C:23]2[CH:28]=[C:27]([C:29]([F:32])([F:31])[F:30])[CH:26]=[C:25]([F:33])[CH:24]=2)[CH2:19][CH2:18][NH:17][CH2:16]1)([C:9]1[CH:14]=[CH:13][CH:12]=[CH:11][CH:10]=1)[C:3]1[CH:8]=[CH:7][CH:6]=[CH:5][CH:4]=1.[C:34](O)(=[O:37])[CH2:35][CH3:36]>>[CH:2]([C@H:15]1[C@@H:20]([O:21][CH2:22][C:23]2[CH:28]=[C:27]([C:29]([F:32])([F:30])[F:31])[CH:26]=[C:25]([F:33])[CH:24]=2)[CH2:19][CH2:18][N:17]([C:34](=[O:37])[CH2:35][CH3:36])[CH2:16]1)([C:9]1[CH:14]=[CH:13][CH:12]=[CH:11][CH:10]=1)[C:3]1[CH:8]=[CH:7][CH:6]=[CH:5][CH:4]=1 |f:0.1|. Reported procedure: The compound (28.8 mg) obtained in Example 26 and propionic acid (9.0 μl) were reacted and treated in the same manner as in the method described in Example 33 to obtain the title compound.